The task is: describe an organic reaction: reactants, conditions, products, and yield. This data is from the Open Reaction Database (ORD), a public repository of structured organic reaction records. The reactants are COc1nc(C#N)nc(OC)n1, CO, Cl, [H][H]. The product is COc1nc(CN)nc(OC)n1. Reaction SMILES: [C:1](#[N:2])[c:3]1[n:4][c:5]([O:11][CH3:12])[n:6][c:7]([O:9][CH3:10])[n:8]1.[CH3:16][OH:17].[ClH:13].[H:14][H:15]>>[CH2:1]([NH2:2])[c:3]1[n:4][c:5]([O:11][CH3:12])[n:6][c:7]([O:9][CH3:10])[n:8]1. Starting materials: ClC=1C=C(CN)C=CC1Cl (3,4-dichlorobenzylamine), ClC=1C2=C(N=C(N1)C1=NC=CN=C1)SC(=C2Cl)C (4-chloro-2-(pyrazin-2-yl)-5-chloro-6-methyl-thieno-[2,3-d]-pyrimidine). Product: N1=C(C=NC=C1)C=1N=C(C2=C(N1)SC(=C2Cl)C)NCC2=CC(=C(C=C2)Cl)Cl (2-(pyrazin-2-yl)-4-(3,4-dichlorobenzylamino)-5-chloro-6-methyl-thieno-[2,3-d]-pyrimidine). RXN SMILES: [Cl:1][C:2]1[CH:3]=[C:4]([CH:7]=[CH:8][C:9]=1[Cl:10])[CH2:5][NH2:6].Cl[C:12]1[C:13]2[C:26]([Cl:27])=[C:25]([CH3:28])[S:24][C:14]=2[N:15]=[C:16]([C:18]2[CH:23]=[N:22][CH:21]=[CH:20][N:19]=2)[N:17]=1>>[N:19]1[CH:20]=[CH:21][N:22]=[CH:23][C:18]=1[C:16]1[N:17]=[C:12]([NH:6][CH2:5][C:4]2[CH:7]=[CH:8][C:9]([Cl:10])=[C:2]([Cl:1])[CH:3]=2)[C:13]2[C:26]([Cl:27])=[C:25]([CH3:28])[S:24][C:14]=2[N:15]=1. Procedure details: With the procedure of Example 1, the reaction of 3,4-dichlorobenzylamine with 4-chloro-2-(pyrazin-2-yl)-5-chloro-6-methyl-thieno-[2,3-d]-pyrimidine yields 2-(pyrazin-2-yl)-4-(3,4-dichlorobenzylamino)-5-chloro-6-methyl-thieno-[2,3-d]-pyrimidine. The reactants are C(C)[SiH](CC)CC (Triethylsilane), OC(C1=CC=CC=C1)C1=CC2=C(C(=NN(C2=O)C)CC(C)C)S1 (2-[-Hydroxy-1-phenylmethyl]-5-methyl-7-(2-methylpropyl)thieno[2,3-d]pyridazin-4(5H)-one), C(O)([O-])=O.[Na+] (sodium hydrogen carbonate). Run in FC(C(=O)O)(F)F (trifluoroacetic acid), ClCCl (dichloromethane). Run at time 24 hour. The product is CN1N=C(C2=C(C1=O)C=C(S2)CC2=CC=CC=C2)CC(C)C (5-Methyl-7-(2-methylpropyl)-2-phenylmethylthieno[2,3-d]pyridazin-4(5H)-one). Isolated yield 81.0%. Reaction SMILES: C([SiH](CC)CC)C.O[CH:9]([C:16]1[S:30][C:19]2[C:20]([CH2:26][CH:27]([CH3:29])[CH3:28])=[N:21][N:22]([CH3:25])[C:23](=[O:24])[C:18]=2[CH:17]=1)[C:10]1[CH:15]=[CH:14][CH:13]=[CH:12][CH:11]=1.C(=O)([O-])O.[Na+]>FC(F)(F)C(O)=O.ClCCl>[CH3:25][N:22]1[C:23](=[O:24])[C:18]2[CH:17]=[C:16]([CH2:9][C:10]3[CH:15]=[CH:14][CH:13]=[CH:12][CH:11]=3)[S:30][C:19]=2[C:20]([CH2:26][CH:27]([CH3:29])[CH3:28])=[N:21]1 |f:2.3|. Reported procedure: Triethylsilane (1.0 ml) was added to a stirred solution of 2-[1-hydroxy-1-phenylmethyl]-5-methyl-7-(2-methylpropyl)thieno[2,3-d]pyridazin-4(5H)-one (example 14, 1.44 g) in trifluoroacetic acid (2 ml) and dichloromethane (10 ml) at room temperature. After 24 hours, saturated sodium hydrogen carbonate solution (100 ml) was added and the mixture was extracted with ethyl acetate (100 ml). The organic extracts were washed twice with saturated sodium hydrogen carbonate solution, then with brine, and t... The reactants are C(C1=CC=CC=C1)OCC=1NC(=C(N1)C(C)C)SC1=CC(=CC(=C1)Cl)Cl (2-benzyloxymethyl-5-(3,5-dichlorophenylthio)-4-isopropyl-1H-imidazole), ClCC(C)=O (monochloroacetone), C([O-])([O-])=O.[K+].[K+] (potassium carbonate), [I-].[K+] (potassium iodide). The solvent is CC(=O)C (acetone). Run at time 30 minute. Product: C(C1=CC=CC=C1)OCC=1N(C(=C(N1)C(C)C)SC1=CC(=CC(=C1)Cl)Cl)CC(C)=O (2-benzyloxymethyl-5-(3,5-dichlorophenylthio)-4-isopropyl-1-acetylmethyl-1H-imidazole). Isolated yield 54.5%. As a reaction SMILES: [CH2:1]([O:8][CH2:9][C:10]1[NH:11][C:12]([S:18][C:19]2[CH:24]=[C:23]([Cl:25])[CH:22]=[C:21]([Cl:26])[CH:20]=2)=[C:13]([CH:15]([CH3:17])[CH3:16])[N:14]=1)[C:2]1[CH:7]=[CH:6][CH:5]=[CH:4][CH:3]=1.Cl[CH2:28][C:29](=[O:31])[CH3:30].[I-].[K+].C(=O)([O-])[O-].[K+].[K+]>CC(C)=O>[CH2:1]([O:8][CH2:9][C:10]1[N:11]([CH2:28][C:29](=[O:31])[CH3:30])[C:12]([S:18][C:19]2[CH:24]=[C:23]([Cl:25])[CH:22]=[C:21]([Cl:26])[CH:20]=2)=[C:13]([CH:15]([CH3:17])[CH3:16])[N:14]=1)[C:2]1[CH:3]=[CH:4][CH:5]=[CH:6][CH:7]=1 |f:2.3,4.5.6|. Procedure: In 20 ml of acetone was dissolved 5.0 g of the imidazole (101a) and 1.36 g (14.7 mmol) of monochloroacetone, followed by addition of 2.46 g (12.27 mmol) of potassium iodide, and the mixture was stirred at room temperature for 30 minutes. Then, to the mixture was added 2.04 g (14.8 mmol) of potassium carbonate, and the mixture was stirred with heating at 50° C. for 4 hours and worked up. The reaction mixture was distilled off under reduced pressure, and the residue was extracted with methylene ch... Starting materials: FC1=CC=C(C=C1)C(CCBr)C1=CC=C(C=C1)F (3,3-bis(4-fluorophenyl)propyl bromide), N1(CCNCC1)C(=O)OCC (ethyl piperazine-1-carboxylate), C([O-])([O-])=O.[K+].[K+] (potassium carbonate), [I-].[K+] (potassium iodide), [OH-].[K+] (KOH). Solvent: C1(=CC=CC=C1)C (toluene), C(C)O (ethanol). The product is FC1=CC=C(C=C1)C(CCN1CCNCC1)C1=CC=C(C=C1)F (1-[3,3-Bis(4-fluorophenyl)propyl]piperazine). Isolated yield 84.7%. As a reaction SMILES: [F:1][C:2]1[CH:7]=[CH:6][C:5]([CH:8]([C:12]2[CH:17]=[CH:16][C:15]([F:18])=[CH:14][CH:13]=2)[CH2:9][CH2:10]Br)=[CH:4][CH:3]=1.[N:19]1(C(OCC)=O)[CH2:24][CH2:23][NH:22][CH2:21][CH2:20]1.C(=O)([O-])[O-].[K+].[K+].[I-].[K+].[OH-].[K+]>C1(C)C=CC=CC=1.C(O)C>[F:1][C:2]1[CH:7]=[CH:6][C:5]([CH:8]([C:12]2[CH:17]=[CH:16][C:15]([F:18])=[CH:14][CH:13]=2)[CH2:9][CH2:10][N:19]2[CH2:24][CH2:23][NH:22][CH2:21][CH2:20]2)=[CH:4][CH:3]=1 |f:2.3.4,5.6,7.8|. Reported procedure: 31.1 g (0.100 mol) of 3,3-bis(4-fluorophenyl)propyl bromide, 20.6 g (0.130 mol) of ethyl piperazine-1-carboxylate, 27.6 g (0.200 mol) of powdered potassium carbonate and 4.15 g of potassium iodide were heated at the reflux temperature in 400 ml of toluene for 31 hours; the precipitate was then filtered off and the filtrate was concentrated. The material thus obtained was dissolved in 450 ml of ethanol, 450 ml of 4N KOH were added and the mixture was heated under reflux for 9 hours. After customa...